This data is from the Open Reaction Database (ORD), a public repository of structured organic reaction records. The task is: describe an organic reaction: reactants, conditions, products, and yield Reaction SMILES: [BH4-:25].[C:4]([CH3:5])(=[O:6])[N:7]1[CH2:8][CH2:9][CH:10]([CH2:13][C:14]([c:15]2[cH:16][cH:17][c:18]([N:21]([CH3:22])[CH3:23])[cH:19][cH:20]2)=[O:24])[CH2:11][CH2:12]1.[CH3:1][CH2:2][OH:3].[Cl:27][CH2:28][Cl:29].[Na+:26].[OH2:30]>>[C:4]([CH3:5])(=[O:6])[N:7]1[CH2:8][CH2:9][CH:10]([CH2:13][CH:14]([c:15]2[cH:16][cH:17][c:18]([N:21]([CH3:22])[CH3:23])[cH:19][cH:20]2)[OH:24])[CH2:11][CH2:12]1. Product: CC(=O)N1CCC(CC(O)c2ccc(N(C)C)cc2)CC1. Starting materials: [BH4-], CC(=O)N1CCC(CC(=O)c2ccc(N(C)C)cc2)CC1, CCO, ClCCl, [Na+], O. The reactants are ClCCCC(=O)Cl (4-chlorobutyryl chloride), acid chloride, ClCCCC(=O)NC1(C2=C(OC(C1)(C)C)C=CC(=C2)S(=O)(=O)C2=CC=CC=C2)O (4-(4-chlorobutyrylamino)-3,4-di-hydro-2,2-dimethyl-6-phenylsulfonyl-2H-benzo[b]pyran-4-ol), [OH-].[Na+] (sodium hydroxide). Solvent: C(Cl)Cl (CH2Cl2). Yields the product CC1([C@H]([C@@H](C2=C(O1)C=CC(=C2)S(=O)(=O)C2=CC=CC=C2)N2C(CCC2)=O)O)C (3,4-dihydro-2,2-dimethyl-6-phenylsulfonyl-trans-4-(2-oxo-1-pyrrolidinyl)-2H-benzo[b]pyran-3-ol). As a reaction SMILES: ClCCCC(Cl)=[O:6].[OH-].[Na+].Cl[CH2:11][CH2:12][CH2:13][C:14]([NH:16][C:17]1(O)[CH2:22][C:21]([CH3:24])([CH3:23])[O:20][C:19]2[CH:25]=[CH:26][C:27]([S:29]([C:32]3[CH:37]=[CH:36][CH:35]=[CH:34][CH:33]=3)(=[O:31])=[O:30])=[CH:28][C:18]1=2)=[O:15]>C(Cl)Cl>[CH3:24][C:21]1([CH3:23])[O:20][C:19]2[CH:25]=[CH:26][C:27]([S:29]([C:32]3[CH:37]=[CH:36][CH:35]=[CH:34][CH:33]=3)(=[O:31])=[O:30])=[CH:28][C:18]=2[C@@H:17]([N:16]2[CH2:11][CH2:12][CH2:13][C:14]2=[O:15])[C@@H:22]1[OH:6] |f:1.2|. Procedure details: A solution of 3-bromo-3,4-dihydro-2,2-dimethyl-6-phenylsulfonyl-2H-benzo[b]pyran-4-ol in ethanol is shaken under a pressure of 8 bar of NH3 at 50° in an autoclave for 8 hours. The mixture is cooled and then evaporated to dryness and recrystallized from ethyl acetate. 4-Amino-3,4-dihydro-2,2-dimethyl-6-phenylsulfonyl-2H-benzo[b]pyran-3-ol of melting point: 160°-163°C. is obtained and is immediately subjected to acylation with 4-chlorobutyryl chloride. For this purpose, the substance is dissolved ...